Dataset: the Open Reaction Database (ORD), a public repository of structured organic reaction records. Task: describe an organic reaction: reactants, conditions, products, and yield The reactants are COC1=C(C=CC(=C1)OC)C=1NC2=NC=CN=C2N1 (2-(2,4-dimethoxyphenyl)-1,3,4,7-tetraazaindene), C(\C=C\C(=O)[O-])(=O)[O-] (fumarate). Yields the product COC1=C(C=CC=C1OC)C=1NC2=NC=CN=C2N1 (2-(2,3-dimethoxyphenyl)-1,3,4,7-tetraazaindene). Reaction SMILES: [CH3:1][O:2][C:3]1[CH:8]=[C:7](OC)[CH:6]=[CH:5][C:4]=1[C:11]1[NH:12][C:13]2[C:18]([N:19]=1)=[N:17][CH:16]=[CH:15][N:14]=2.C([O-])(=O)/C=C/[C:23]([O-])=[O:24]>>[CH3:1][O:2][C:3]1[C:8]([O:24][CH3:23])=[CH:7][CH:6]=[CH:5][C:4]=1[C:11]1[NH:19][C:18]2[C:13]([N:12]=1)=[N:14][CH:15]=[CH:16][N:17]=2. Reported procedure: 2-(2,4-dimethoxyphenyl)-1,3,4,7-tetraazaindene, m.p. 210°-215°; fumarate, m.p. 265° (decomposition)